describe an organic reaction: reactants, conditions, products, and yield From a dataset of the Open Reaction Database (ORD), a public repository of structured organic reaction records. Starting materials: N-(2-pyridon-6-yl)-N'-propylformamidine, OC1=NC(=CC=C1)NC=NCCC (N-(2-hydroxy-6-pyridyl)-N'-propylformamidine), C(CC)I (propyl iodide), C([O-])([O-])=O.[K+].[K+] (potassium carbonate). Run in C(C)O (ethanol). Yields the product CCCN(CCC)C=NC1=CC=CC(=O)N1 (N-(2-pyridon-6-yl)-N',N'-di-n-propylformamidine), N-(2-hydroxy-6-pyridyl)-N',N'-di-n-propylformamidine. As a reaction SMILES: [OH:1][C:2]1[CH:7]=[CH:6][CH:5]=[C:4]([NH:8][CH:9]=[N:10][CH2:11][CH2:12][CH3:13])[N:3]=1.[CH2:14](I)[CH2:15][CH3:16].C(=O)([O-])[O-].[K+].[K+]>C(O)C>[CH3:13][CH2:12][CH2:11][N:10]([CH:9]=[N:8][C:4]1[NH:3][C:2](=[O:1])[CH:7]=[CH:6][CH:5]=1)[CH2:14][CH2:15][CH3:16] |f:2.3.4|. Procedure details: 1.8 g (10 mmol) of N-(2-pyridon-6-yl)-N'-propylformamidine and N-(2-hydroxy-6-pyridyl)-N'-propylformamidine, 1.9 g (11 mmol) of propyl iodide and 1.5 g (11.mmol) of potassium carbonate are stirred at 80° for 24 hours in 30 ml of absolute ethanol. The reaction mixture is then filtered and concentrated by evaporation The residue is taken up in methylene chloride, washed with water and then dried over Na2SO4 and concentrated by evaporation. The resulting crude product is purified chromatographicall... The reactants are C(C1=CC=CC=C1)N1C[C@H]([C@@H](C1)O)NCCC1=CC=CC=C1 (trans-1-benzyl-3-benzylmethylamino-4-hydroxy-pyrrolidine), [H-].[Na+] (sodium hydride), CI (methyl iodide), ice water, [H][H] (hydrogen). Run in O1CCCC1 (tetrahydrofuran), O1CCCC1 (tetrahydrofuran). Yields the product C(C1=CC=CC=C1)N1C[C@H]([C@@H](C1)OC)NCCC1=CC=CC=C1 (trans-1-Benzyl-3-benzylmethylamino-4-methoxypyrrolidine). Reaction SMILES: [CH2:1]([N:8]1[CH2:12][C@@H:11]([OH:13])[C@H:10]([NH:14][CH2:15][CH2:16][C:17]2[CH:22]=[CH:21][CH:20]=[CH:19][CH:18]=2)[CH2:9]1)[C:2]1[CH:7]=[CH:6][CH:5]=[CH:4][CH:3]=1.[H-].[Na+].[H][H].[CH3:27]I>O1CCCC1>[CH2:1]([N:8]1[CH2:12][C@@H:11]([O:13][CH3:27])[C@H:10]([NH:14][CH2:15][CH2:16][C:17]2[CH:22]=[CH:21][CH:20]=[CH:19][CH:18]=2)[CH2:9]1)[C:2]1[CH:3]=[CH:4][CH:5]=[CH:6][CH:7]=1 |f:1.2|. Procedure: 17.3 g (58 mmol) of crude trans-1-benzyl-3-benzylmethylamino-4-hydroxy-pyrrolidine in 80 ml of absolute tetrahydrofuran are added dropwise to 2.8 g (93.3 mmol) of 80% strength sodium hydride in 40 ml of absolute tetrahydrofuran and the mixture is heated under reflux at the same time. When the evolution of hydrogen has ended, 8.7 g (61 mmol) of methyl iodide are added dropwise and the mixture is then heated under reflux overnight. It is poured into ice-water and extracted with toluene, the extrac... Run at temperature 85 celsius. The reactants are C(=CC)OCCOC=C (1-(1-propenoxy)-2-vinyloxyethane), (PPh3)3RuCl2, [SiH](OC)(OC)OC ((MeO)3SiH). The solvent is C1(=CC=CC=C1)C (toluene). Procedure: Into a 100 mL round bottom flask were added 9.17 grams (0.07 mol) of 1-(1-propenoxy)-2-vinyloxyethane, 3 mg of (PPh3)3RuCl2, 11.3 grams of (MeO)3SiH (0.09 mol), and 15 ml of dried toluene. The resulting purple solution was refluxed at 85° C. for 12 hours. Fractional vacuum distillation yielded 1-(1-propenoxy)-2(2-trimethoxysilylethoxy)ethane (V) in 36% yield as a colorless liquid, b.p. 70° C./0.15 mm Hg. Isolated yield 36.0%. RXN SMILES: [CH:1]([O:4][CH2:5][CH2:6][O:7][CH:8]=[CH2:9])=[CH:2][CH3:3].[SiH:10]([O:15][CH3:16])([O:13][CH3:14])[O:11][CH3:12]>C1(C)C=CC=CC=1>[CH:1]([O:4][CH2:5][CH2:6][O:7][CH2:8][CH2:9][Si:10]([O:15][CH3:16])([O:13][CH3:14])[O:11][CH3:12])=[CH:2][CH3:3]. The product is C(=CC)OCCOCC[Si](OC)(OC)OC (1-(1-Propenoxy)-2-(2-trimethoxysilylethoxy) ethane). The reactants are COC1=CC2=C(C(=CO2)COC2=C3C=C(NC3=CC=C2)C(=O)O)C=C1 (4-(6-methoxy-benzofuran-3-ylmethoxy)-1H-indole-2-carboxylic acid), Cl.Cl.Cl.NC1CCN(CC1)C[C@H](C)N1C[C@@H]([C@H](CC1)O)C ((3S,4S)-1-[(S)-2-(4-Amino-piperidin-1-yl)-1-methyl-ethyl]-3-methyl-piperidin-4-ol tri-hydrochloride). The product is O[C@@H]1[C@H](CN(CC1)[C@H](CN1CCC(CC1)NC(=O)C=1NC2=CC=CC(=C2C1)OCC1=COC2=C1C=CC(=C2)OC)C)C (4-(6-Methoxy-benzofuran-3-ylmethoxy)-1H-indole-2-carboxylic acid {1-[(S)-2-((3S,4S)-4-hydroxy-3-methyl-piperidin-1-yl)-propyl]-piperidin-4-yl}-amide). RXN SMILES: [CH3:1][O:2][C:3]1[CH:25]=[CH:24][C:6]2[C:7]([CH2:10][O:11][C:12]3[CH:20]=[CH:19][CH:18]=[C:17]4[C:13]=3[CH:14]=[C:15]([C:21]([OH:23])=O)[NH:16]4)=[CH:8][O:9][C:5]=2[CH:4]=1.Cl.Cl.Cl.[NH2:29][CH:30]1[CH2:35][CH2:34][N:33]([CH2:36][C@@H:37]([N:39]2[CH2:44][CH2:43][C@H:42]([OH:45])[C@@H:41]([CH3:46])[CH2:40]2)[CH3:38])[CH2:32][CH2:31]1>>[OH:45][C@H:42]1[CH2:43][CH2:44][N:39]([C@@H:37]([CH3:38])[CH2:36][N:33]2[CH2:32][CH2:31][CH:30]([NH:29][C:21]([C:15]3[NH:16][C:17]4[C:13]([CH:14]=3)=[C:12]([O:11][CH2:10][C:7]3[C:6]5[CH:24]=[CH:25][C:3]([O:2][CH3:1])=[CH:4][C:5]=5[O:9][CH:8]=3)[CH:20]=[CH:19][CH:18]=4)=[O:23])[CH2:35][CH2:34]2)[CH2:40][C@@H:41]1[CH3:46] |f:1.2.3.4|. Procedure details: This compound is synthesized analogously to example 1 from 4-(6-methoxy-benzofuran-3-ylmethoxy)-1H-indole-2-carboxylic acid, 120 (see example 86) and amine 56. Starting materials: CCOC(=O)C (EtOAc), FC1=C(C=CC(=C1)O)NC(=O)C=1C(N(N(C1C)C)C1=CC=CC=C1)=O (N-(2-fluoro-4-hydroxyphenyl)-1,5-dimethyl-3-oxo-2-phenyl-2,3-dihydro-1H-pyrazole-4-carboxamide), CC(C)(C)[O-].[K+] (t-BuOK), CN(C)C=O (DMF), ClC=1C(=NC=CC1Cl)C(=O)N (3,4-dichloropicolinamide). Solvent: O (H2O). Conditions: time 30 minute. Product: NC1=NC=CC(=C1Cl)OC1=CC(=C(C=C1)NC(=O)C=1C(N(N(C1C)C)C1=CC=CC=C1)=O)F (N-(4-((2-amino-3-chloropyridin-4-yl)oxy)-2-fluorophenyl)-1,5-dimethyl-3-oxo-2-phenyl-2,3-dihydro-1H-pyrazole-4-carboxamide). Yield: 87.0%. RXN SMILES: [F:1][C:2]1[CH:7]=[C:6]([OH:8])[CH:5]=[CH:4][C:3]=1[NH:9][C:10]([C:12]1[C:13](=[O:25])[N:14]([C:19]2[CH:24]=[CH:23][CH:22]=[CH:21][CH:20]=2)[N:15]([CH3:18])[C:16]=1[CH3:17])=[O:11].CC([O-])(C)C.[K+].[Cl:32][C:33]1[C:34](C(N)=O)=[N:35][CH:36]=[CH:37][C:38]=1Cl.CCOC(C)=O.C[N:50](C=O)C>O>[NH2:50][C:34]1[C:33]([Cl:32])=[C:38]([O:8][C:6]2[CH:5]=[CH:4][C:3]([NH:9][C:10]([C:12]3[C:13](=[O:25])[N:14]([C:19]4[CH:20]=[CH:21][CH:22]=[CH:23][CH:24]=4)[N:15]([CH3:18])[C:16]=3[CH3:17])=[O:11])=[C:2]([F:1])[CH:7]=2)[CH:37]=[CH:36][N:35]=1 |f:1.2|. Reported procedure: A mixture of N-(2-fluoro-4-hydroxyphenyl)-1,5-dimethyl-3-oxo-2-phenyl-2,3-dihydro-1H-pyrazole-4-carboxamide (300 mg, 0.879 mmol) and t-BuOK (118 mg, 1.05 mmol) in DMF (3 mL) was stirred at rt for 30 minutes, then 3,4-dichloropicolinamide (201 mg, 1.05 mmol) was added. The reaction mixture was heated to 120° C. and stirred for 12 hours. EtOAc (1 mL) and H2O (20 mL) were added, and the resulted mixture was stirred at rt overnight. Filtered to give the title compound as a brown solid (379 mg, 87.0%... Starting materials: C(=O)([O-])[O-].[K+].[K+] (K2CO3), C(#N)C=1C(=NC=NC1)NC(CCCCC1=CC=CC=C1)=O (5-phenyl-pentanoic acid (5-cyano-pyrimidin-4-yl)-amide), OO (hydrogen peroxide). The solvent is CO (MeOH), CS(=O)C (DMSO), C(C)(=O)OCC (ethyl acetate). The product is C1(=CC=CC=C1)CCCCC=1NC(C=2C(=NC=NC2)N1)=O (2-(4-Phenyl-butyl)-3H-pyrimido[4,5-d]pyrimidin-4-one). Isolated yield 1.8%. RXN SMILES: C([O-])([O-])=[O:2].[K+].[K+].[C:7]([C:9]1[C:10]([NH:15][C:16](=O)[CH2:17][CH2:18][CH2:19][CH2:20][C:21]2[CH:26]=[CH:25][CH:24]=[CH:23][CH:22]=2)=[N:11][CH:12]=[N:13][CH:14]=1)#[N:8].OO>CO.CS(C)=O.C(OCC)(=O)C>[C:21]1([CH2:20][CH2:19][CH2:18][CH2:17][C:16]2[NH:8][C:7](=[O:2])[C:9]3[C:10]([N:15]=2)=[N:11][CH:12]=[N:13][CH:14]=3)[CH:26]=[CH:25][CH:24]=[CH:23][CH:22]=1 |f:0.1.2|. Procedure details: Under an atmosphere of nitrogen, K2CO3 (3.057 g) was added to a solution of 5-phenyl-pentanoic acid (5-cyano-pyrimidin-4-yl)-amide (1.00 g) in MeOH (5 ml) and DMSO (1.2 ml). The mixture was cooled (ice bath) and hydrogen peroxide (35% in H2O, 1.5 ml) was added dropwise. The mixture was taken up in ethyl acetate and washed with water. The organic layer was dried (Na2SO4), filtered, and the solvent was evaporated. 2-(4-Phenyl-butyl)-3H-pyrimido[4,5-d]pyrimidin-4-one (18 mg, 1.8%) was obtained from... Starting materials: [OH-].[Na+] (sodium hydroxide), FC=1C=C2C=C(NC2=CC1)CCC (5-fluoro-2-propyl-1H-indole), [H-].[Na+] (sodium hydride), ClCC1=CC=C(COC2=CC=C(C=C2)CCC(=O)OC)C=C1 (Methyl 3-(4-([4-(chloromethyl)benzyl]oxy}phenyl)propanoate), [I-].[Na+] (sodium iodide). Solvent: C(C)(=O)OCC (ethyl acetate), O1CCCC1 (tetrahydrofuran), CO (methanol), C(C)(=O)OCC (ethyl acetate), CN(C=O)C (N,N-dimethylformamide). Run at temperature 0 celsius. The product is FC=1C=C2C=C(N(C2=CC1)CC1=CC=C(COC2=CC=C(C=C2)CCC(=O)O)C=C1)CCC (3-[4-({4-[(5-fluoro-2-propyl-1H-indol-1-yl)methyl]benzyl)oxy)phenyl]propanoic acid). Yield: 29.8%. As a reaction SMILES: [F:1][C:2]1[CH:3]=[C:4]2[C:8](=[CH:9][CH:10]=1)[NH:7][C:6]([CH2:11][CH2:12][CH3:13])=[CH:5]2.[H-].[Na+].Cl[CH2:17][C:18]1[CH:37]=[CH:36][C:21]([CH2:22][O:23][C:24]2[CH:29]=[CH:28][C:27]([CH2:30][CH2:31][C:32]([O:34]C)=[O:33])=[CH:26][CH:25]=2)=[CH:20][CH:19]=1.[I-].[Na+].[OH-].[Na+]>CN(C)C=O.C(OCC)(=O)C.O1CCCC1.CO>[F:1][C:2]1[CH:3]=[C:4]2[C:8](=[CH:9][CH:10]=1)[N:7]([CH2:17][C:18]1[CH:37]=[CH:36][C:21]([CH2:22][O:23][C:24]3[CH:29]=[CH:28][C:27]([CH2:30][CH2:31][C:32]([OH:34])=[O:33])=[CH:26][CH:25]=3)=[CH:20][CH:19]=1)[C:6]([CH2:11][CH2:12][CH3:13])=[CH:5]2 |f:1.2,4.5,6.7|. Procedure details: To a solution of 5-fluoro-2-propyl-1H-indole (0.17 g, 0.98 mmol) in N,N-dimethylformamide (6.2 mL) was added sodium hydride (60% in oil, 39 mg, 0.98 mmol) with stirring at 0° C., and the mixture was stirred at the same temperature for 10 min. Methyl 3-(4-([4-(chloromethyl)benzyl]oxy}phenyl)propanoate (0.31 g, 0.98 mmol) and sodium iodide (0.15 g, 0.98 mmol) were added to the obtained mixture and the mixture was stirred at room temperature for 17 hr. The reaction mixture was diluted with ethyl ac...